Dataset: the Open Reaction Database (ORD), a public repository of structured organic reaction records. Task: describe an organic reaction: reactants, conditions, products, and yield The reactants are CC(C[C@@H]1N(CC[C@H](C1)C1=CC(NO1)=O)C(=O)OC)(C)C1=CC=CC=C1 (Racemic trans-methyl 2-(2-methyl-2-phenylpropyl)-4-(3-oxo-2,3-dihydroisoxazol-5-yl)-piperidine-1-carboxylate). Solvent: CCCCCCC.CC(C)O (heptane IPA). The product is CC(C[C@H]1N(CC[C@@H](C1)C1=CC(NO1)=O)C(=O)OC)(C)C1=CC=CC=C1 ((2S,4S)-methyl 2-(2-methyl-2-phenylpropyl)-4-(3-oxo-2,3-dihydroisoxazol-5-yl)piperidine-1-carboxylate). The yield is 44.3%. RXN SMILES: [CH3:1][C:2]([C:21]1[CH:26]=[CH:25][CH:24]=[CH:23][CH:22]=1)([CH3:20])[CH2:3][C@H:4]1[CH2:9][C@H:8]([C:10]2[O:14][NH:13][C:12](=[O:15])[CH:11]=2)[CH2:7][CH2:6][N:5]1[C:16]([O:18][CH3:19])=[O:17]>CCCCCCC.CC(O)C>[CH3:20][C:2]([C:21]1[CH:22]=[CH:23][CH:24]=[CH:25][CH:26]=1)([CH3:1])[CH2:3][C@@H:4]1[CH2:9][C@@H:8]([C:10]2[O:14][NH:13][C:12](=[O:15])[CH:11]=2)[CH2:7][CH2:6][N:5]1[C:16]([O:18][CH3:19])=[O:17] |f:1.2|. Procedure: Racemic trans-methyl 2-(2-methyl-2-phenylpropyl)-4-(3-oxo-2,3-dihydroisoxazol-5-yl)-piperidine-1-carboxylate (0.82 g, 2.28 mmol) was subjected to chiral separation using Chiralcel IC, mobile phase heptane/IPA 80/20 at 40° C. which resulted in (2S,4S)-methyl 2-(2-methyl-2-phenylpropyl)-4-(3-oxo-2,3-dihydroisoxazol-5-yl)piperidine-1-carboxylate (0.361 g, 1.01 mmol).